From a dataset of the Open Reaction Database (ORD), a public repository of structured organic reaction records. describe an organic reaction: reactants, conditions, products, and yield Starting materials: FC=1C=C(C=C(C1)F)CNS(=O)=O (N-(3,5-difluorophenyl)methylsulfonamide), C1(=CC=CC=C1)P(C1=CC=CC=C1)C1=CC=CC=C1 (triphenylphosphine), N(=NC(=O)OCC)C(=O)OCC (diethyl azodicarboxylate), C(C1=CC=CC=C1)(C1=CC=CC=C1)N1CC(C1)O (1-benzhydrylazetidin-3-ol), N(=NC(=O)OCC)C(=O)OCC (diethyl azodicarboxylate). The solvent is O1CCCC1 (tetrahydrofuran). Conditions: time 20 hour. The product is C(C1=CC=CC=C1)(C1=CC=CC=C1)N1CC(C1)N(S(=O)=O)CC1=CC(=CC(=C1)F)F (N-(1-benzhydrylazetidin-3-yl)-N-(3,5-difluorophenyl)methylsulfonamide). Yield: 60.2%. RXN SMILES: [F:1][C:2]1[CH:3]=[C:4]([CH2:9][NH:10][SH:11](=[O:13])=[O:12])[CH:5]=[C:6]([F:8])[CH:7]=1.C1(P(C2C=CC=CC=2)C2C=CC=CC=2)C=CC=CC=1.N(C(OCC)=O)=NC(OCC)=O.[CH:45]([N:58]1[CH2:61][CH:60](O)[CH2:59]1)([C:52]1[CH:57]=[CH:56][CH:55]=[CH:54][CH:53]=1)[C:46]1[CH:51]=[CH:50][CH:49]=[CH:48][CH:47]=1>O1CCCC1>[CH:45]([N:58]1[CH2:61][CH:60]([N:10]([CH2:9][C:4]2[CH:3]=[C:2]([F:1])[CH:7]=[C:6]([F:8])[CH:5]=2)[SH:11](=[O:13])=[O:12])[CH2:59]1)([C:52]1[CH:53]=[CH:54][CH:55]=[CH:56][CH:57]=1)[C:46]1[CH:47]=[CH:48][CH:49]=[CH:50][CH:51]=1. Reported procedure: N-(1-Benzhydrylazetidin-3-yl)-N-(3,5-difluorophenyl)methylsulfonamide may be obtained by carrying out the procedure as in Example 13 (method 2) in the following manner: 0.86 g of N-(3,5-difluorophenyl)methylsulfonamide, 3.28 g of triphenylphosphine and then 2 ml of diethyl azodicarboxylate are added successively to a solution of 2 g of 1-benzhydrylazetidin-3-ol in 100 cm3 of tetrahydrofuran. An increase in the temperature, which passes from 22° C. to 29° C., as well as the formation of a precipi...